This data is from the Open Reaction Database (ORD), a public repository of structured organic reaction records. The task is: describe an organic reaction: reactants, conditions, products, and yield Reactants: CCOC(=O)C=C(C)Cl, CC(C)(C)[O-], Oc1cccc(C(F)(F)F)c1, [K+], C1CCOC1. The product is CCOC(=O)C=C(C)Oc1cccc(C(F)(F)F)c1. Reaction SMILES: [CH2:18]([CH3:19])[O:20][C:21]([CH:22]=[C:23]([CH3:24])[Cl:25])=[O:26].[CH3:1][C:2]([CH3:3])([O-:4])[CH3:5].[F:7][C:8]([c:9]1[cH:10][c:11]([OH:15])[cH:12][cH:13][cH:14]1)([F:16])[F:17].[K+:6].[O:27]1[CH2:28][CH2:29][CH2:30][CH2:31]1>>[F:7][C:8]([c:9]1[cH:10][c:11]([O:15][C:23](=[CH:22][C:21]([O:20][CH2:18][CH3:19])=[O:26])[CH3:24])[cH:12][cH:13][cH:14]1)([F:16])[F:17]. Starting materials: [BH4-].[Na+] (NaBH4), NC1=CC(=C(C(=O)N2CCN(CC2)CCC2=CC=C(C=C2)Cl)C=C1)Cl (1-(4-amino-2-chlorobenzoyl)-4-[2-(4-chlorophenyl)ethyl]-piperazine), C(C)=O (acetaldehyde), Cl (hydrochloric acid). Solvent: CO (methanol), O (Water). Conditions: time 24 hour. The product is Cl.C(C)NC1=CC(=C(C(=O)N2CCN(CC2)CCC2=CC=C(C=C2)Cl)C=C1)Cl (1-[4-(N-ethylamino)-2-chlorobenzoyl]-4-[2-(4-chlorophenyl)ethyl]-piperazine hydrochloride). RXN SMILES: [NH2:1][C:2]1[CH:24]=[CH:23][C:5]([C:6]([N:8]2[CH2:13][CH2:12][N:11]([CH2:14][CH2:15][C:16]3[CH:21]=[CH:20][C:19]([Cl:22])=[CH:18][CH:17]=3)[CH2:10][CH2:9]2)=[O:7])=[C:4]([Cl:25])[CH:3]=1.[CH:26](=O)[CH3:27].Cl.[BH4-].[Na+]>CO.O>[ClH:22].[CH2:26]([NH:1][C:2]1[CH:24]=[CH:23][C:5]([C:6]([N:8]2[CH2:13][CH2:12][N:11]([CH2:14][CH2:15][C:16]3[CH:21]=[CH:20][C:19]([Cl:22])=[CH:18][CH:17]=3)[CH2:10][CH2:9]2)=[O:7])=[C:4]([Cl:25])[CH:3]=1)[CH3:27] |f:3.4,7.8|. Procedure details: 1.5 g of 1-(4-amino-2-chlorobenzoyl)-4-[2-(4-chlorophenyl)ethyl]-piperazine (see Example 7) are dissolved together with 0.26 g of acetaldehyde and 0.8 ml of 5N alcoholic hydrochloric acid in 15 ml of methanol. 0.41 g of 85% NaBH4 is added thereto and the reaction solution is stirred at room temperature for 24 hours. Water is added to the reaction solution, which is then decanted off and taken up in methylene chloride, dried and concentrated by evaporation. The oily material is chromatographed on... Reactants: COc1ncccc1CN1CCC(CCc2sccc2S(C)(=O)=O)CC1, CCO, [Na+], [OH-], O=S(Cl)Cl. Product: CS(=O)(=O)c1ccsc1CCC1CCN(Cc2ccc[nH]c2=O)CC1. RXN SMILES: [CH3:1][O:2][c:3]1[n:4][cH:5][cH:6][cH:7][c:8]1[CH2:9][N:10]1[CH2:11][CH2:12][CH:13]([CH2:16][CH2:17][c:18]2[s:19][cH:20][cH:21][c:22]2[S:23](=[O:24])(=[O:25])[CH3:26])[CH2:14][CH2:15]1.[CH3:33][CH2:34][OH:35].[Na+:32].[OH-:31].[S:27]([Cl:28])([Cl:29])=[O:30]>>[O:2]=[c:3]1[nH:4][cH:5][cH:6][cH:7][c:8]1[CH2:9][N:10]1[CH2:11][CH2:12][CH:13]([CH2:16][CH2:17][c:18]2[s:19][cH:20][cH:21][c:22]2[S:23](=[O:24])(=[O:25])[CH3:26])[CH2:14][CH2:15]1. The reactants are [H-].[Al+3].[Li+].[H-].[H-].[H-] (lithium aluminum hydride), C(\C=C(/C)\CCC[C@H](C)CCC[C@H](C)CCCC(C)C)N(CCN(CCN(CCNC(C)=O)C(C)=O)C(C)=O)C(C)=O (N-phytyl-N,N',N",N'"-tetraacetyltriethylenetetramine), [OH-].[Na+] (sodium hydroxide). The solvent is O1CCCC1 (tetrahydrofuran). The product is C(\C=C(/C)\CCC[C@H](C)CCC[C@H](C)CCCC(C)C)N(CCN(CCN(CCNCC)CC)CC)CC (N-phytyl-N,N',N",N'"-tetraethyltriethylenetetramine). Isolated yield 73.3%. RXN SMILES: [CH2:1]([N:21]([C:40](=O)[CH3:41])[CH2:22][CH2:23][N:24]([C:37](=O)[CH3:38])[CH2:25][CH2:26][N:27]([C:34](=O)[CH3:35])[CH2:28][CH2:29][NH:30][C:31](=O)[CH3:32])/[CH:2]=[C:3](/[CH2:5][CH2:6][CH2:7][C@@H:8]([CH2:10][CH2:11][CH2:12][C@@H:13]([CH2:15][CH2:16][CH2:17][CH:18]([CH3:20])[CH3:19])[CH3:14])[CH3:9])\[CH3:4].[H-].[Al+3].[Li+].[H-].[H-].[H-].[OH-].[Na+]>O1CCCC1>[CH2:1]([N:21]([CH2:40][CH3:41])[CH2:22][CH2:23][N:24]([CH2:37][CH3:38])[CH2:25][CH2:26][N:27]([CH2:34][CH3:35])[CH2:28][CH2:29][NH:30][CH2:31][CH3:32])/[CH:2]=[C:3](/[CH2:5][CH2:6][CH2:7][C@@H:8]([CH2:10][CH2:11][CH2:12][C@@H:13]([CH2:15][CH2:16][CH2:17][CH:18]([CH3:20])[CH3:19])[CH3:14])[CH3:9])\[CH3:4] |f:1.2.3.4.5.6,7.8|. Reported procedure: To a chloroform solution (200 ml) containing triethylenetetramine (60 g) was added dropwise with stirring at room temperature a chloroform solution (100 ml) containing phytyl bromide (31 g) over a period of 1 hour, and the mixture was further stirred at room temperature for 3 hours. After the completion of the dropwise addition, the reaction liquid was concentrated under reduced pressure to remove the chloroform therefrom, and the concentrate was extracted with ethyl acetate. The extract was was... Starting materials: ClCCCBr, O=c1[nH]ccc2ccc(O)cc12. Yields the product O=c1[nH]ccc2ccc(OCCCCl)cc12. RXN SMILES: [Br:13][CH2:14][CH2:15][CH2:16][Cl:17].[OH:1][c:2]1[cH:3][cH:4][c:5]2[cH:6][cH:7][nH:8][c:9](=[O:12])[c:10]2[cH:11]1>>[O:1]([c:2]1[cH:3][cH:4][c:5]2[cH:6][cH:7][nH:8][c:9](=[O:12])[c:10]2[cH:11]1)[CH2:14][CH2:15][CH2:16][Cl:17]. The reactants are C1CCOC1, N#Cc1ccc(Cl)c([N+](=O)[O-])c1, ClCCl, [K+], [K+], O=C([O-])[O-], Oc1cc(Cl)ccc1Cl. The product is N#Cc1ccc(Oc2cc(Cl)ccc2Cl)c([N+](=O)[O-])c1. RXN SMILES: [CH2:31]1[O:32][CH2:33][CH2:34][CH2:35]1.[Cl:10][c:11]1[c:12]([N+:19](=[O:20])[O-:21])[cH:13][c:14]([C:15]#[N:16])[cH:17][cH:18]1.[Cl:28][CH2:29][Cl:30].[K+:22].[K+:23].[O-:24][C:25]([O-:26])=[O:27].[OH:1][c:2]1[cH:3][c:4]([Cl:5])[cH:6][cH:7][c:8]1[Cl:9]>>[O:1]([c:2]1[cH:3][c:4]([Cl:5])[cH:6][cH:7][c:8]1[Cl:9])[c:11]1[c:12]([N+:19](=[O:20])[O-:21])[cH:13][c:14]([C:15]#[N:16])[cH:17][cH:18]1.